describe an organic reaction: reactants, conditions, products, and yield From a dataset of the Open Reaction Database (ORD), a public repository of structured organic reaction records. The reactants are ClC1(C(NC2=C(CC1)C=CC(=C2)C2=CC=CC=C2)=O)Cl (3,3-dichloro-8-phenyl-2,3,4,5-tetrahydro-1H-[1]benzazepin-2-one), C(C)(=O)[O-].[Na+] (sodium acetate). Reagents/catalysts: [C].[Pd] (palladium-carbon). Solvent: C(C)(=O)O (acetic acid). Run at time 2 hour. Yields the product ClC1C(NC2=C(CC1)C=CC(=C2)C2=CC=CC=C2)=O (3-Chloro-8-phenyl-2,3,4,5-tetrahydro-1H-[1]benzazepin-2-one). Isolated yield 20.7%. As a reaction SMILES: [Cl:1][C:2]1(Cl)[CH2:8][CH2:7][C:6]2[CH:9]=[CH:10][C:11]([C:13]3[CH:18]=[CH:17][CH:16]=[CH:15][CH:14]=3)=[CH:12][C:5]=2[NH:4][C:3]1=[O:19].C([O-])(=O)C.[Na+]>[C].[Pd].C(O)(=O)C>[Cl:1][CH:2]1[CH2:8][CH2:7][C:6]2[CH:9]=[CH:10][C:11]([C:13]3[CH:14]=[CH:15][CH:16]=[CH:17][CH:18]=3)=[CH:12][C:5]=2[NH:4][C:3]1=[O:19] |f:1.2,3.4|. Reported procedure: A mixture comprising 2.88 g (9.4 mmol) of 3,3-dichloro-8-phenyl-2,3,4,5-tetrahydro-1H-[1]benzazepin-2-one obtained in the Synthesis Example A-4, 0.89 g (11.89 mmol) of sodium acetate, 0.2 g of 10% palladium-carbon and 40 ml of acetic acid was catalytically hydrogenated at room temperature under 3 atm for 2 hours. After filtering off the insoluble matters, the filtrate was concentrated. Then, dichloromethane was added to the residue, followed by neutralization with a saturated aqueous solution of... The reactants are [Li+].C(C1=CC=CC=C1)ON[C@H](CC(=O)[O-])COC1=CC=C(C=C1)Br ((3R)-3-((benzyloxy)amino)-4-(4-bromophenoxy)butanoic acid lithium salt), C=1C=CC(=CC1)P(=O)(C=2C=CC=CC2)N=[N+]=[N-] (DPPA), C(C)(C)N(CC)C(C)C (diisopropylethyl amine), ice, Cl (HCl), [Na+].[Cl-] (NaCl). Solvent: C1CCOC1 (THF). Conditions: temperature 30 celsius, time 3 hour. The product is C(C1=CC=CC=C1)ON1C(NC[C@@H]1COC1=CC=C(C=C1)Br)=O ((5R)-1-(benzyloxy)-5-((4-bromophenoxy)methyl)-2-imidazolidinone). As a reaction SMILES: [Li+].[CH2:2]([O:9][NH:10][C@@H:11]([CH2:16][O:17][C:18]1[CH:23]=[CH:22][C:21]([Br:24])=[CH:20][CH:19]=1)[CH2:12]C([O-])=O)[C:3]1[CH:8]=[CH:7][CH:6]=[CH:5][CH:4]=1.C1C=CC(P(N=[N+]=[N-])(C2C=CC=CC=2)=[O:32])=CC=1.C([N:45]([CH:48](C)C)CC)(C)C.Cl.[Na+].[Cl-]>C1COCC1>[CH2:2]([O:9][N:10]1[C@@H:11]([CH2:16][O:17][C:18]2[CH:19]=[CH:20][C:21]([Br:24])=[CH:22][CH:23]=2)[CH2:12][NH:45][C:48]1=[O:32])[C:3]1[CH:4]=[CH:5][CH:6]=[CH:7][CH:8]=1 |f:0.1,5.6|. Procedure: A suspension of Example 3E in THF (2.1 L) was treated with DPPA (90.5 g) and diisopropylethyl amine (56 mL), heated to reflux, stirred for 3 hours, cooled to 30° C., poured into ice cold 10% HCl, and stirred vigorously. The organic phase was treated with 10% HCl (500 mL) and NaCl (75 g). The aqueous phase was separated and washed with ethyl acetate. The extract was washed sequentially with water, saturated NaHCO3, and brine and concentrated. The concentrate was treated with toluene (550 mL), war... Starting materials: C(=O)([O-])[O-].[Cs+].[Cs+] (Cs2CO3), BrC=1C=C(C(=NC1)NC=1SC=C(N1)CCl)OC1=CC=CC=C1 (5-bromo-N-(4-(chloromethyl)thiazol-2-yl)-3-phenoxypyridin-2-amine), NC1=CC=CC=C1 (Aniline). The solvent is CN1CCCC1=O (NMP). Run at time 8 hour. The product is BrC=1C=C(C(=NC1)NC=1SC=C(N1)CNC1=CC=CC=C1)OC1=CC=CC=C1 (N-(5-bromo-3-phenoxypyridin-2-yl)-4-((phenylamino)methyl)thiazol-2-amine). The yield is 29.2%. RXN SMILES: [NH2:1][C:2]1[CH:7]=[CH:6][CH:5]=[CH:4][CH:3]=1.C([O-])([O-])=O.[Cs+].[Cs+].[Br:14][C:15]1[CH:16]=[C:17]([O:29][C:30]2[CH:35]=[CH:34][CH:33]=[CH:32][CH:31]=2)[C:18]([NH:21][C:22]2[S:23][CH:24]=[C:25]([CH2:27]Cl)[N:26]=2)=[N:19][CH:20]=1>CN1C(=O)CCC1>[Br:14][C:15]1[CH:16]=[C:17]([O:29][C:30]2[CH:31]=[CH:32][CH:33]=[CH:34][CH:35]=2)[C:18]([NH:21][C:22]2[S:23][CH:24]=[C:25]([CH2:27][NH:1][C:2]3[CH:7]=[CH:6][CH:5]=[CH:4][CH:3]=3)[N:26]=2)=[N:19][CH:20]=1 |f:1.2.3|. Procedure details: Aniline (0.0352 g, 0.378 mmol) was dissolved in 2 mL NMP at ambient temperature. Cs2CO3 (0.0246 g, 0.0756 mmol) and solid 5-bromo-N-(4-(chloromethyl)thiazol-2-yl)-3-phenoxypyridin-2-amine (0.030 g, 0.0756 mmol) were added to the reaction and the mixture was stirred at ambient temperature overnight. The reaction was concentrated to dryness, dissolved in CH2Cl2, washed with water, dried over Na2SO4, and concentrated to dryness. The residue was purified by preparative HPLC to give the title compoun... Starting materials: COC1=C(CN2C(C=3C(=NC(=C(C3C2)F)N[C@@H]2[C@@H](CCCC2)NC(OC(C)(C)C)=O)C=2C=NN(C2)C)=O)C=CC(=C1)OC (cis-tert-butyl 2-(2-(2,4-dimethoxybenzyl)-7-fluoro-4-(1-methyl-1H-pyrazol-4-yl)-3-oxo-2,3-dihydro-1H-pyrrolo[3,4-c]pyridin-6-ylamino)cyclohexylcarbamate), C(=O)(C(F)(F)F)O (TFA). Yields the product N[C@@H]1[C@@H](CCCC1)NC1=C(C2=C(C(=N1)C=1C=NN(C1)C)C(NC2)=O)F (cis-6-(2-Aminocyclohexylamino)-7-fluoro-4-(1-methyl-1H-pyrazol-4-yl)-1H-pyrrolo[3,4-c]pyridin-3(2H)-one), C(=O)(C(F)(F)F)O (TFA). RXN SMILES: COC1C=C(OC)C=CC=1C[N:6]1[CH2:14][C:13]2[C:12]([F:15])=[C:11]([NH:16][C@H:17]3[CH2:22][CH2:21][CH2:20][CH2:19][C@H:18]3[NH:23]C(=O)OC(C)(C)C)[N:10]=[C:9]([C:31]3[CH:32]=[N:33][N:34]([CH3:36])[CH:35]=3)[C:8]=2[C:7]1=[O:37].[C:44]([OH:50])([C:46]([F:49])([F:48])[F:47])=[O:45]>>[NH2:23][C@H:18]1[CH2:19][CH2:20][CH2:21][CH2:22][C@H:17]1[NH:16][C:11]1[N:10]=[C:9]([C:31]2[CH:32]=[N:33][N:34]([CH3:36])[CH:35]=2)[C:8]2[C:7](=[O:37])[NH:6][CH2:14][C:13]=2[C:12]=1[F:15].[C:44]([OH:50])([C:46]([F:49])([F:48])[F:47])=[O:45]. Procedure: A solution of cis-tert-butyl 2-(2-(2,4-dimethoxybenzyl)-7-fluoro-4-(1-methyl-1H-pyrazol-4-yl)-3-oxo-2,3-dihydro-1H-pyrrolo[3,4-c]pyridin-6-ylamino)cyclohexylcarbamate (109 mg, 0.183 mmol) in TFA (5 mL) was heated at 60° C. for 2 h. After removal of the solvent, the residue was diluted in MeOH (2 mL) and was purified by preparative HPLC. The fractions were collected and stripped to dryness via rotary evaporation to give the title compound as a TFA salt. 1H NMR (500 MHz, DMSO-d6) δ ppm 1.47 (br s,...